From a dataset of the Open Reaction Database (ORD), a public repository of structured organic reaction records. describe an organic reaction: reactants, conditions, products, and yield Reactants: CN(C)C(=N)N(C)C, CN(C)C=O, C=C(C(=O)OC)c1c(F)ccc2ncc(OC)nc12, CC(C)(C)OC(=O)NC1CCNCC1. The product is COC(=O)C(CN1CCC(NC(=O)OC(C)(C)C)CC1)c1c(F)ccc2ncc(OC)nc12. Reaction SMILES: [CH3:34][N:35]([CH3:36])[C:37]([N:38]([CH3:39])[CH3:40])=[NH:41].[CH3:42][N:43]([CH3:44])[CH:45]=[O:46].[F:1][c:2]1[c:3]([C:14]([C:15](=[O:16])[O:17][CH3:18])=[CH2:19])[c:4]2[n:5][c:6]([O:12][CH3:13])[cH:7][n:8][c:9]2[cH:10][cH:11]1.[NH:20]1[CH2:21][CH2:22][CH:23]([NH:26][C:27]([O:28][C:29]([CH3:30])([CH3:31])[CH3:32])=[O:33])[CH2:24][CH2:25]1>>[F:1][c:2]1[c:3]([CH:14]([C:15](=[O:16])[O:17][CH3:18])[CH2:19][N:20]2[CH2:21][CH2:22][CH:23]([NH:26][C:27]([O:28][C:29]([CH3:30])([CH3:31])[CH3:32])=[O:33])[CH2:24][CH2:25]2)[c:4]2[n:5][c:6]([O:12][CH3:13])[cH:7][n:8][c:9]2[cH:10][cH:11]1. Starting materials: [Al+3], COc1ccccc1, [Cl-], [Cl-], [Cl-], ClCCCl, Cl, O=C1CCC(=O)O1, O. The product is COc1ccc(C(=O)CCC(=O)O)cc1. RXN SMILES: [Al+3:17].[CH3:1][O:2][c:3]1[cH:4][cH:5][cH:6][cH:7][cH:8]1.[Cl-:16].[Cl-:18].[Cl-:19].[Cl:21][CH2:22][CH2:23][Cl:24].[ClH:20].[O:9]=[C:10]1[CH2:11][CH2:12][C:13](=[O:14])[O:15]1.[OH2:25]>>[CH3:1][O:2][c:3]1[cH:4][cH:5][c:6]([C:13]([CH2:12][CH2:11][C:10](=[O:9])[OH:15])=[O:14])[cH:7][cH:8]1. Starting materials: C1(CCCC1)OC=1C=C(C=CC1OC)C(C#CC=1C=NC(=NC1)NC(CC)=O)CC=1OC=C(N1)C ((+/-)-3-(3-cyclopentyloxy-4-methoxyphenyl)4(4-methyloxazol-2-yl)-1-(2-propionamidopyrimidin-5-yl)but-1-yne), C[O-].[Na+] (sodium methoxide), O (Water). The solvent is CO (methanol). Yields the product NC1=NC=C(C=N1)C#CC(CC=1OC=C(N1)C)C1=CC(=C(C=C1)OC)OC1CCCC1 ((+/-)-1-(2-aminopyrimidin-5-yl)-3-(3-cyclopentyloxy-4-methoxyphenyl)4(4-methyloxazol-2-yl)but-1-yne). Isolated yield 64.0%. As a reaction SMILES: C[O-].[Na+].[CH:4]1([O:9][C:10]2[CH:11]=[C:12]([CH:18]([CH2:32][C:33]3[O:34][CH:35]=[C:36]([CH3:38])[N:37]=3)[C:19]#[C:20][C:21]3[CH:22]=[N:23][C:24]([NH:27]C(=O)CC)=[N:25][CH:26]=3)[CH:13]=[CH:14][C:15]=2[O:16][CH3:17])[CH2:8][CH2:7][CH2:6][CH2:5]1.O>CO>[NH2:27][C:24]1[N:23]=[CH:22][C:21]([C:20]#[C:19][CH:18]([C:12]2[CH:13]=[CH:14][C:15]([O:16][CH3:17])=[C:10]([O:9][CH:4]3[CH2:8][CH2:7][CH2:6][CH2:5]3)[CH:11]=2)[CH2:32][C:33]2[O:34][CH:35]=[C:36]([CH3:38])[N:37]=2)=[CH:26][N:25]=1 |f:0.1|. Procedure: To a suspension of sodium methoxide (0.12 g, 2.2 mmol) in methanol (20 mL) was added (+/-)-3-(3-cyclopentyloxy-4-methoxyphenyl)4(4-methyloxazol-2-yl)-1-(2-propionamidopyrimidin-5-yl)but-1-yne (0.29 g, 0.60 mmol). The mixture was heated at reflux for 1 h (forming a solution) and was cooled. Water was added and the mixture was extracted three times with dichloromethane, was dried (magnesium sulfate) and the solvent was evaporated and gave the titled compound (64%) as an off-white solid, mp 103-105... Reactants: BrC=1C=CC=2N(C1)C(=CN2)C=O (6-bromoimidazo[1,2-a]pyridine-3-carbaldehyde), BrC=1C=CC=2N(C1)C(=CN2)C=O (6-bromoimidazo[1,2-a]pyridine-3-carbaldehyde), FC=1C=C(C=NC1)B(O)O (5-fluoropyridin-3-ylboronic acid). The product is FC=1C=C(C=NC1)C=1C=CC=2N(C1)C(=CN2)C=O (6-(5-fluoropyridin-3-yl) imidazo[1,2-a]pyridine-3-carbaldehyde). The yield is 52.0%. RXN SMILES: Br[C:2]1[CH:3]=[CH:4][C:5]2[N:6]([C:8]([CH:11]=[O:12])=[CH:9][N:10]=2)[CH:7]=1.[F:13][C:14]1[CH:15]=[C:16](B(O)O)[CH:17]=[N:18][CH:19]=1>>[F:13][C:14]1[CH:15]=[C:16]([C:2]2[CH:3]=[CH:4][C:5]3[N:6]([C:8]([CH:11]=[O:12])=[CH:9][N:10]=3)[CH:7]=2)[CH:17]=[N:18][CH:19]=1. Procedure details: The title compound was prepared by following the procedure as described for Intermediate 1 using 6-bromoimidazo[1,2-a]pyridine-3-carbaldehyde and 5-fluoropyridin-3-ylboronic acid. Yield: 52%; 1H NMR (DMSO-d6; 300 MHz): δ 10.01 (s, 1H), 9.66 (s, 1H), 8.84 (s, 1H), 8.66-8.67 (d, 1H, J=2.1 Hz), 8.59 (s, 1H), 8.18-8.21 (d, 1H, J=9 Hz), 8.08-8.11 (d, 1H, J=9.6 Hz), 8.03 (s, 1H); MS: m/z 241.6 (M+1)+. Reactants: C(=O)(OCC1C2=CC=CC=C2C2=CC=CC=C12)N1C(C(NC(C1)CO)=O)(CCCC)CCCC (4-Fmoc-6-hydroxymethyl-3,3-di-n-butyl-piperazin-2-one), Cl[O-].[Na+] (sodium hypochlorite), P(=O)([O-])([O-])[O-] (phosphate), CC1(CCCC(N1[O])(C)C)C (TEMPO), Cl(=O)[O-].[Na+] (sodium chlorite), S(=O)(O)[O-].[Na+] (sodium hydrogen sulfite). Solvent: C(C)(=O)OCC (ethyl acetate), C(C)#N (acetonitrile). Reaction conditions: temperature 43 celsius, time 4 hour. The product is C(=O)(OCC1C2=CC=CC=C2C2=CC=CC=C12)N1CC(NC(C1(CCCC)CCCC)=O)C(=O)O (4-Fmoc-5,5-di-n-butyl-6-oxo-piperazine-2-carboxylic acid). RXN SMILES: [C:1]([N:18]1[CH2:23][CH:22]([CH2:24][OH:25])[NH:21][C:20](=[O:26])[C:19]1([CH2:31][CH2:32][CH2:33][CH3:34])[CH2:27][CH2:28][CH2:29][CH3:30])([O:3][CH2:4][CH:5]1[C:17]2[C:12](=[CH:13][CH:14]=[CH:15][CH:16]=2)[C:11]2[C:6]1=[CH:7][CH:8]=[CH:9][CH:10]=2)=[O:2].P([O-])([O-])([O-])=[O:36].CC1(C)N([O])C(C)(C)CCC1.Cl([O-])=O.[Na+].Cl[O-].[Na+].S([O-])(O)=O.[Na+]>C(#N)C.C(OCC)(=O)C>[C:1]([N:18]1[C:19]([CH2:31][CH2:32][CH2:33][CH3:34])([CH2:27][CH2:28][CH2:29][CH3:30])[C:20](=[O:26])[NH:21][CH:22]([C:24]([OH:36])=[O:25])[CH2:23]1)([O:3][CH2:4][CH:5]1[C:17]2[C:12](=[CH:13][CH:14]=[CH:15][CH:16]=2)[C:11]2[C:6]1=[CH:7][CH:8]=[CH:9][CH:10]=2)=[O:2] |f:3.4,5.6,7.8,^1:43|. Procedure: To a solution of 8 mmol alcohol (89) in 81 mL of acetonitrile kept at room temperature, is added phosphate buffer solution (prepared with 0.72 g of sodium phosphate monobasic and 1.43 g of sodium phosphate dibasic in 29.5 mL of water), followed by the addition of 0.33 g (2.1 mmol) of TEMPO, and 1.86 g (16.5 mmol) of sodium chlorite, and the biphasic solution is placed in an oil bath kept at 43° C. A solution of 4.3 mL (2.6 mmol) of sodium hypochlorite solution (prepared by mixing 1.9 mL of 10-13...